This data is from the Open Reaction Database (ORD), a public repository of structured organic reaction records. The task is: describe an organic reaction: reactants, conditions, products, and yield Reactants: CC=1NC2=CC=CC=C2C1 (2-methyl-1H-indole), [Cl-].CC1=C(C=[N+](C)C)C=CC=C1 ((2-methyl-benzylidene)-dimethylammonium chloride), CC1=C(C=O)C=CC=C1 (2-methyl-benzaldehyde), CNC (dimethylamine). The product is CN(C(C1=C(C=CC=C1)C)C1=C(NC2=CC=CC=C12)C)C (Dimethyl-[(2-methyl-1H-indol-3-yl)-o-tolyl-methyl]-amine). As a reaction SMILES: [CH3:1][C:2]1[NH:3][C:4]2[C:9]([CH:10]=1)=[CH:8][CH:7]=[CH:6][CH:5]=2.[Cl-].[CH3:12][C:13]1[CH:22]=[CH:21][CH:20]=[CH:19][C:14]=1[CH:15]=[N+:16]([CH3:18])[CH3:17].CC1C=CC=CC=1C=O.CNC>>[CH3:17][N:16]([CH3:18])[CH:15]([C:10]1[C:9]2[C:4](=[CH:5][CH:6]=[CH:7][CH:8]=2)[NH:3][C:2]=1[CH3:1])[C:14]1[CH:19]=[CH:20][CH:21]=[CH:22][C:13]=1[CH3:12] |f:1.2|. Procedure details: The preparation was carried out in accordance with general synthesis instructions 4 from 2-methyl-1H-indole and (2-methyl-benzylidene)-dimethylammonium chloride, which had been prepared in accordance with example 44 from 2-methyl-benzaldehyde and dimethylamine. Reactants: C(C)(C)(C)OC(=O)N1C=C(C2=CC(=CC=C12)OCC1=CC=CC=C1)CCN(C)C (5-benzyloxy-3-(2-dimethylamino-ethyl)-1H-indole-1-carboxylic acid tert-butyl ester), Cl (hydrochloric acid). Reagents/catalysts: [Pd] (palladium on carbon). The solvent is C(C)O (ethanol). The product is C(C)(C)(C)OC(=O)N1C=C(C2=CC(=CC=C12)O)CCN(C)C (3-(2-Dimethylamino-ethyl)-5-hydroxy1H-indole-1-carboxylic acid tert-butyl ester). Isolated yield 49.9%. As a reaction SMILES: [C:1]([O:5][C:6]([N:8]1[C:16]2[C:11](=[CH:12][C:13]([O:17]CC3C=CC=CC=3)=[CH:14][CH:15]=2)[C:10]([CH2:25][CH2:26][N:27]([CH3:29])[CH3:28])=[CH:9]1)=[O:7])([CH3:4])([CH3:3])[CH3:2].Cl>C(O)C.[Pd]>[C:1]([O:5][C:6]([N:8]1[C:16]2[C:11](=[CH:12][C:13]([OH:17])=[CH:14][CH:15]=2)[C:10]([CH2:25][CH2:26][N:27]([CH3:29])[CH3:28])=[CH:9]1)=[O:7])([CH3:4])([CH3:3])[CH3:2]. Procedure: A solution of 5-benzyloxy-3-(2-dimethylamino-ethyl)-1H-indole-1-carboxylic acid tert-butyl ester (303 mg, 0.77 mmol) and 4N hydrochloric acid (192 ml, 0.77 mmol) in ethanol (10 ml) was hydrogenated over 10% palladium on carbon (100 mg) at 40 psi for 4 hours. The catalyst was removed by filtration. The filtrate was evaporated and the residue was partitioned between aqueous sodium hydrogen carbonate and dichloromethane. The aqueous was further extracted with dichloromethane (×2). The combined extr... The reactants are C=CCC1CC2CC(=O)CCC2(C)C2CCC3(C)C(O[Si](C)(C)C(C)(C)C)CCC3C12, C=Cc1cc(OCc2ccccc2)cc(OCc2ccccc2)c1, ClCCl, c1ccc(C([PH](C2CCCCC2)(C2CCCCC2)C2CCCCC2)[PH](C2CCCCC2)(C2CCCCC2)C2CCCCC2)cc1, Cl[Ru]Cl. The product is CC12CCC(=O)CC1CC(CC=Cc1cc(OCc3ccccc3)cc(OCc3ccccc3)c1)C1C2CCC2(C)C(O[Si](C)(C)C(C)(C)C)CCC12. RXN SMILES: [CH2:1]([CH:2]=[CH2:3])[CH:4]1[CH:5]2[CH:6]3[CH2:7][CH2:8][CH:9]([O:24][Si:25]([CH3:26])([CH3:27])[C:28]([CH3:29])([CH3:30])[CH3:31])[C:10]3([CH3:11])[CH2:12][CH2:13][CH:14]2[C:15]2([CH3:23])[CH2:16][CH2:17][C:18](=[O:22])[CH2:19][CH:20]2[CH2:21]1.[CH2:32]([c:33]1[cH:34][cH:35][cH:36][cH:37][cH:38]1)[O:39][c:40]1[cH:41][c:42]([CH:43]=[CH2:44])[cH:45][c:46]([O:48][CH2:49][c:50]2[cH:51][cH:52][cH:53][cH:54][cH:55]2)[cH:47]1.[CH2:56]([Cl:57])[Cl:58].[CH:62]([PH:63]([CH:64]1[CH2:65][CH2:66][CH2:67][CH2:68][CH2:69]1)([CH:70]1[CH2:71][CH2:72][CH2:73][CH2:74][CH2:75]1)[CH:76]1[CH2:77][CH2:78][CH2:79][CH2:80][CH2:81]1)([PH:82]([CH:83]1[CH2:84][CH2:85][CH2:86][CH2:87][CH2:88]1)([CH:89]1[CH2:90][CH2:91][CH2:92][CH2:93][CH2:94]1)[CH:95]1[CH2:96][CH2:97][CH2:98][CH2:99][CH2:100]1)[c:101]1[cH:102][cH:103][cH:104][cH:105][cH:106]1.[Cl:59][Ru:60][Cl:61]>>[CH2:1]([CH:2]=[CH:3][c:42]1[cH:41][c:40]([O:39][CH2:32][c:33]2[cH:34][cH:35][cH:36][cH:37][cH:38]2)[cH:47][c:46]([O:48][CH2:49][c:50]2[cH:51][cH:52][cH:53][cH:54][cH:55]2)[cH:45]1)[CH:4]1[CH:5]2[CH:6]3[CH2:7][CH2:8][CH:9]([O:24][Si:25]([CH3:26])([CH3:27])[C:28]([CH3:29])([CH3:30])[CH3:31])[C:10]3([CH3:11])[CH2:12][CH2:13][CH:14]2[C:15]2([CH3:23])[CH2:16][CH2:17][C:18](=[O:22])[CH2:19][CH:20]2[CH2:21]1. Starting materials: CCC(Br)C(=O)O, C1CCOC1, [H-], [Na+], OCc1ccccc1. Product: CCC(OCc1ccccc1)C(=O)O. As a reaction SMILES: [Br:9][CH:10]([C:11](=[O:12])[OH:13])[CH2:14][CH3:15].[CH2:18]1[O:19][CH2:20][CH2:21][CH2:22]1.[H-:17].[Na+:16].[OH:1][CH2:2][c:3]1[cH:4][cH:5][cH:6][cH:7][cH:8]1>>[O:1]([CH2:2][c:3]1[cH:4][cH:5][cH:6][cH:7][cH:8]1)[CH:10]([C:11](=[O:12])[OH:13])[CH2:14][CH3:15].